From a dataset of the Open Reaction Database (ORD), a public repository of structured organic reaction records. describe an organic reaction: reactants, conditions, products, and yield Starting materials: [Br-], N#CCc1nnn(C(c2ccccc2)(c2ccccc2)c2ccccc2)n1, CCOC(C)=O, C[S+](C)(C)=O, CCCC[N+](CCCC)(CCCC)CCCC, O=CC1CCCCC1, N#CC(=CC1CCCCC1)c1nnn(C(c2ccccc2)(c2ccccc2)c2ccccc2)n1, [H-], [I-], [Na+], [Na+], CN(C)C=O, [OH-], c1ccccc1. Product: N#CC1(c2nnn(C(c3ccccc3)(c3ccccc3)c3ccccc3)n2)CC1C1CCCCC1. Reaction SMILES: [Br-:86].[C:1]([c:2]1[cH:3][cH:4][cH:5][cH:6][cH:7]1)([c:8]1[cH:9][cH:10][cH:11][cH:12][cH:13]1)([c:14]1[cH:15][cH:16][cH:17][cH:18][cH:19]1)[n:20]1[n:21][c:22]([CH2:25][C:26]#[N:27])[n:23][n:24]1.[CH3:109][CH2:110][O:111][C:112]([CH3:113])=[O:114].[CH3:39][S+:40]([CH3:41])([CH3:42])=[O:43].[CH3:87][CH2:88][CH2:89][CH2:90][N+:91]([CH2:92][CH2:93][CH2:94][CH3:95])([CH2:96][CH2:97][CH2:98][CH3:99])[CH2:100][CH2:101][CH2:102][CH3:103].[CH:28]1([CH:29]=[O:30])[CH2:31][CH2:32][CH2:33][CH2:34][CH2:35]1.[CH:46]1([CH:52]=[C:53]([c:54]2[n:55][n:56][n:57]([C:58]([c:59]3[cH:60][cH:61][cH:62][cH:63][cH:64]3)([c:65]3[cH:66][cH:67][cH:68][cH:69][cH:70]3)[c:71]3[cH:72][cH:73][cH:74][cH:75][cH:76]3)[n:77]2)[C:78]#[N:79])[CH2:47][CH2:48][CH2:49][CH2:50][CH2:51]1.[H-:44].[I-:38].[Na+:37].[Na+:45].[O:104]=[CH:105][N:106]([CH3:107])[CH3:108].[OH-:36].[cH:80]1[cH:81][cH:82][cH:83][cH:84][cH:85]1>>[C:1]([c:2]1[cH:3][cH:4][cH:5][cH:6][cH:7]1)([c:8]1[cH:9][cH:10][cH:11][cH:12][cH:13]1)([c:14]1[cH:15][cH:16][cH:17][cH:18][cH:19]1)[n:20]1[n:21][c:22]([C:25]2([C:26]#[N:27])[CH:52]([CH:46]3[CH2:47][CH2:48][CH2:49][CH2:50][CH2:51]3)[CH2:53]2)[n:23][n:24]1. Reactants: ClCCCCC(=O)C1=CC=2CC3=CC(=CC=C3OC2C=C1)C(CCCCCl)=O (2,7-bis(5-chlorovaleryl)-xanthene), [I-].[K+] (potassium iodide), C(C=C)NCC=C (diallylamine). Run in O1CCCC1 (tetrahydrofuran). Conditions: temperature 120 celsius, time 24 hour. Product: C(C=C)N(CCCCC(=O)C1=CC=2CC3=CC(=CC=C3OC2C=C1)C(CCCCN(CC=C)CC=C)=O)CC=C (2,7-BIS[5-(DIALLYLAMINO)VALERYL]XANTHENE). Reaction SMILES: Cl[CH2:2][CH2:3][CH2:4][CH2:5][C:6]([C:8]1[CH:21]=[CH:20][C:19]2[O:18][C:17]3[C:12](=[CH:13][C:14]([C:22](=[O:28])[CH2:23][CH2:24][CH2:25][CH2:26]Cl)=[CH:15][CH:16]=3)[CH2:11][C:10]=2[CH:9]=1)=[O:7].[I-].[K+].[CH2:31]([NH:34][CH2:35][CH:36]=[CH2:37])[CH:32]=[CH2:33]>O1CCCC1>[CH2:31]([N:34]([CH2:35][CH:36]=[CH2:37])[CH2:2][CH2:3][CH2:4][CH2:5][C:6]([C:8]1[CH:21]=[CH:20][C:19]2[O:18][C:17]3[C:12](=[CH:13][C:14]([C:22](=[O:28])[CH2:23][CH2:24][CH2:25][CH2:26][N:34]([CH2:35][CH:36]=[CH2:37])[CH2:31][CH:32]=[CH2:33])=[CH:15][CH:16]=3)[CH2:11][C:10]=2[CH:9]=1)=[O:7])[CH:32]=[CH2:33] |f:1.2|. Procedure: A mixture of 41.9 g (0.1 mole) of 2,7-bis(5-chlorovaleryl)-xanthene, 2 g of potassium iodide, 100 ml of diallylamine and 200 ml. of tetrahydrofuran was heated and stirred at 120°C. for 24 hours. After cooling, the reaction mixture was filtered and the filtrate evaporated to dryness. The resulting residue was cooled, dissolved in 10% HCl, extracted with diethyl ether and made alkaline. The product was extracted with methylene chloride, evaporated to dryness, recrystallized six times from heptane ... Starting materials: 43.g, FC(C=1OC=CC1CO)(F)F (2-trifluoromethyl-3-furanmethanol), C1(=CC=CC=C1)C (toluene), C=1(C(=CC=CC1)S(=O)(=O)O)C (toluenesulfonic acid). Yields the product FC(C=1OC=CC1C(=O)OCC)(F)F (ethyl 2-trifluoromethyl-3-furancarboxylate). RXN SMILES: [F:1][C:2]([F:11])([F:10])[C:3]1[O:4][CH:5]=[CH:6][C:7]=1[CH2:8][OH:9].C1(C)C(S(O)(=O)=[O:19])=CC=CC=1.[C:23]1([CH3:29])C=CC=CC=1>>[F:11][C:2]([F:1])([F:10])[C:3]1[O:4][CH:5]=[CH:6][C:7]=1[C:8]([O:19][CH2:23][CH3:29])=[O:9]. Reported procedure: 43.g of the product of Stage A were refluxed for 2 and a half hours in 250 ml of toluene and 3.1 g of toluenesulfonic acid and the reaction mixture was allowed to cool and was chromatographed on silica (eluent: 9/1 hexane/ethyl acetate) to obtain after evaporation of the solvent at 40° C. under 80 mm of Hg, 20 g of the expected product. Reactants: Cc1ccc(C(=O)NNC(=O)OC(C)(C)C)cc1-c1ccc(C(=O)NCC2CC2)cc1, O=C(O)C(F)(F)F. Yields the product Cc1ccc(C(=O)NN)cc1-c1ccc(C(=O)NCC2CC2)cc1. As a reaction SMILES: [C:1]([O:2][C:3](=[O:4])[NH:8][NH:9][C:10](=[O:11])[c:12]1[cH:13][cH:14][c:15]([CH3:31])[c:16](-[c:18]2[cH:19][cH:20][c:21]([C:24](=[O:25])[NH:26][CH2:27][CH:28]3[CH2:29][CH2:30]3)[cH:22][cH:23]2)[cH:17]1)([CH3:5])([CH3:6])[CH3:7].[OH:32][C:33]([C:34]([F:35])([F:36])[F:37])=[O:38]>>[NH2:8][NH:9][C:10](=[O:11])[c:12]1[cH:13][cH:14][c:15]([CH3:31])[c:16](-[c:18]2[cH:19][cH:20][c:21]([C:24](=[O:25])[NH:26][CH2:27][CH:28]3[CH2:29][CH2:30]3)[cH:22][cH:23]2)[cH:17]1. Starting materials: CC(C(C)(C)C)=O (pinacolone), white fluffy solid, C(C)(C)(C)NN (tert.-butylhydrazine), C1(=CC=C(C=C1)S(=O)(=O)O)C (para-toluenesulfonic acid). The solvent is C1=CC=CC=C1 (benzene). Yields the product C(C)(C)(C)NN=C(C)C(C)(C)C (Pinacolone tert.-butylhydrazone). Reaction SMILES: [CH3:1][C:2](=O)[C:3]([CH3:6])([CH3:5])[CH3:4].[C:8]([NH:12][NH2:13])([CH3:11])([CH3:10])[CH3:9].C1(C)C=CC(S(O)(=O)=O)=CC=1>C1C=CC=CC=1>[C:8]([NH:12][N:13]=[C:2]([C:3]([CH3:6])([CH3:5])[CH3:4])[CH3:1])([CH3:11])([CH3:10])[CH3:9]. Reported procedure: To a solution of 5 g. (0.05 m.) pinacolone in 50 ml. benzene was added 5 g. (0.057 m) tert.-butylhydrazine and a spatula tip of para-toluenesulfonic acid. The flask was fitted with a Dean Stark trap and the reaction refluxed until 0.9 ml. (0.05 m.) of water was azeotroped off. The solution was cooled down and the benzene stripped off leaving 8.5 g. (100%) of a white fluffy solid. The infra-red spectrum of the solid was consistent with the structure of the proposed compound. Reactants: ClC1=C(CC(C(=O)O)C#N)C=CC=C1 (2-(o-chlorobenzyl)cyanoacetic acid). Solvent: CN(C=O)C (N,N-dimethylformamide). Run at time 6 hour. Yields the product ClC1=C(C=CC#N)C=CC=C1 (o-Chlorocinnamonitrile). The yield is 94.7%. RXN SMILES: [Cl:1][C:2]1[CH:14]=[CH:13][CH:12]=[CH:11][C:3]=1[CH2:4][CH:5]([C:9]#[N:10])C(O)=O>CN(C)C=O>[Cl:1][C:2]1[CH:14]=[CH:13][CH:12]=[CH:11][C:3]=1[CH:4]=[CH:5][C:9]#[N:10]. Reported procedure: Into a 1-liter, three-necked flask equipped with a mechanical stirrer, reflux condenser and nitrogen inlet is placed 138.5 g (0.66 mole) of 2-(o-chlorobenzyl)cyanoacetic acid and 220 ml of dry N,N-dimethylformamide. The mixture is stirred and slowly heated under nitrogen to reflux and held there for 6 hours. The resulting yellow mixture is allowed to cool under nitrogen overnight at room temperature. A precipitate (approximately 0.5 g) that forms is filtered off and the filtrate is poured into 1... Starting materials: N1CC(C1)NC(C1=C(C=C(C(=C1)OC)NC=1N=CC2=C(N(CC(C(N2C)=O)(F)F)C2CCCC2)N1)F)=O (N-(azetidin-3-yl)-4-(9-cyclopentyl-7,7-difluoro-5-methyl-6-oxo-6,7,8,9-tetrahydro-5H-pyrimido[4,5-b][1,4]diazepin-2-ylamino)-2-fluoro-5-methoxybenzamide), CCN(C(C)C)C(C)C (DIEA), CS(=O)(=O)Cl (methanesulfonyl chloride). Solvent: C(Cl)Cl (DCM). Conditions: time 8 hour. The product is C1(CCCC1)N1C2=C(N(C(C(C1)(F)F)=O)C)C=NC(=N2)NC2=C(C=C(C(=O)NC1CN(C1)S(=O)(=O)C)C=C2)OC (4-(9-cyclopentyl-7,7-difluoro-5-methyl-6-oxo-6,7,8,9-tetrahydro-5H-pyrimido[4,5-b][1,4]diazepin-2-ylamino)-3-methoxy-N-(1-(methylsulfonyl)azetidin-3-yl)benzamide). Yield: 8.4%. RXN SMILES: [NH:1]1[CH2:4][CH:3]([NH:5][C:6](=[O:37])[C:7]2[CH:12]=[C:11]([O:13][CH3:14])[C:10]([NH:15][C:16]3[N:17]=[CH:18][C:19]4[N:25]([CH3:26])[C:24](=[O:27])[C:23]([F:29])([F:28])[CH2:22][N:21]([CH:30]5[CH2:34][CH2:33][CH2:32][CH2:31]5)[C:20]=4[N:35]=3)=[CH:9][C:8]=2F)[CH2:2]1.CCN(C(C)C)C(C)C.[CH3:47][S:48](Cl)(=[O:50])=[O:49]>C(Cl)Cl>[CH:30]1([N:21]2[CH2:22][C:23]([F:28])([F:29])[C:24](=[O:27])[N:25]([CH3:26])[C:19]3[CH:18]=[N:17][C:16]([NH:15][C:10]4[CH:9]=[CH:8][C:7]([C:6]([NH:5][CH:3]5[CH2:4][N:1]([S:48]([CH3:47])(=[O:50])=[O:49])[CH2:2]5)=[O:37])=[CH:12][C:11]=4[O:13][CH3:14])=[N:35][C:20]2=3)[CH2:34][CH2:33][CH2:32][CH2:31]1. Procedure: To a solution of N-(azetidin-3-yl)-4-(9-cyclopentyl-7,7-difluoro-5-methyl-6-oxo-6,7,8,9-tetrahydro-5H-pyrimido[4,5-b][1,4]diazepin-2-ylamino)-2-fluoro-5-methoxybenzamide (100 mg, 0.19 mmol) in DCM (2.5 mL, 1:2:2) was added DIEA (50 μL, 0.285 mmol), followed by methanesulfonyl chloride (23 μL, 0.21 mmol). After stirring overnight the solvent was removed and the product purified by reverse phase HPLC, free based, and lyophilized to yield a white solid (9.3 mg, 9%). 1H NMR (400 MHz, DMSO-d6) δ ppm ... Reactants: CCCCC1(N(C)C)CCC(c2[nH]c3ccccc3c2C)(c2[nH]c3ccccc3c2CCN2C(=O)c3ccccc3C2=O)CC1, CO, NN, [Na+], [OH-], O. The product is CCCCC1(N(C)C)CCC(c2[nH]c3ccccc3c2C)(c2[nH]c3ccccc3c2CCN)CC1. Reaction SMILES: [CH2:1]([CH2:2][CH2:3][CH3:4])[C:5]1([N:43]([CH3:44])[CH3:45])[CH2:6][CH2:7][C:8]([c:11]2[nH:12][c:13]3[cH:14][cH:15][cH:16][cH:17][c:18]3[c:19]2[CH3:20])([c:21]2[nH:22][c:23]3[cH:24][cH:25][cH:26][cH:27][c:28]3[c:29]2[CH2:30][CH2:31][N:32]2[C:33](=[O:34])[c:35]3[c:36]([cH:37][cH:38][cH:39][cH:40]3)[C:41]2=[O:42])[CH2:9][CH2:10]1.[CH3:49][OH:50].[NH2:47][NH2:48].[Na+:52].[OH-:51].[OH2:46]>>[CH2:1]([CH2:2][CH2:3][CH3:4])[C:5]1([N:43]([CH3:44])[CH3:45])[CH2:6][CH2:7][C:8]([c:11]2[nH:12][c:13]3[cH:14][cH:15][cH:16][cH:17][c:18]3[c:19]2[CH3:20])([c:21]2[nH:22][c:23]3[cH:24][cH:25][cH:26][cH:27][c:28]3[c:29]2[CH2:30][CH2:31][NH2:32])[CH2:9][CH2:10]1. Reactants: CCOCC (ether), COC1=CC=C(C=C1)N1CCC(CC1)=O (1-(4-methoxyphenyl)piperidin-4-one), N1C[C@@H](CC1)NC(OC(C)(C)C)=O ((R)-tert-butyl pyrrolidin-3-ylcarbamate). Solvent: CO (MeOH). Run at time 8 hour. Yields the product COC1=CC=C(C=C1)N1CCC(CC1)N1C[C@@H](CC1)NC(OC(C)(C)C)=O (tert-butyl {(3R)-1-[1-(4-methoxyphenyl)piperidin-4-yl]pyrrolidin-3-yl}carbamate). Yield: 67.3%. As a reaction SMILES: [CH3:1][O:2][C:3]1[CH:8]=[CH:7][C:6]([N:9]2[CH2:14][CH2:13][C:12](=O)[CH2:11][CH2:10]2)=[CH:5][CH:4]=1.[NH:16]1[CH2:20][CH2:19][C@@H:18]([NH:21][C:22](=[O:28])[O:23][C:24]([CH3:27])([CH3:26])[CH3:25])[CH2:17]1.CCOCC>CO>[CH3:1][O:2][C:3]1[CH:8]=[CH:7][C:6]([N:9]2[CH2:14][CH2:13][CH:12]([N:16]3[CH2:20][CH2:19][C@@H:18]([NH:21][C:22](=[O:28])[O:23][C:24]([CH3:26])([CH3:25])[CH3:27])[CH2:17]3)[CH2:11][CH2:10]2)=[CH:5][CH:4]=1. Procedure: To a solution of 1-(4-methoxyphenyl)piperidin-4-one (5.65 g, 27.6 mmol) and (R)-tert-butyl pyrrolidin-3-ylcarbamate (5.65 g, 30.3 mmol) in MeOH (200 mL) was added STAB (10.49 g, 49.5 mmol) in small portions. The reaction mixture was stirred overnight, then was concentrated to 1/10 of the original volume. NaOH (100 mL, 1N aqueous) and CH2Cl2 (100 mL) were added and the organic layer was washed with brine, dried over Mg2SO4, filtered and concentrated. Upon the addition of ether, tert-butyl {(3R)-1...